Dataset: the Open Reaction Database (ORD), a public repository of structured organic reaction records. Task: describe an organic reaction: reactants, conditions, products, and yield Reactants: CN(C)CC1(CCOCC1)C1=CC=C(C=C1)O (4-(4-Dimethylaminomethyl-tetrahydro-pyran-4-yl)-phenol), ClCCCN1CCC(CC1)O (1-(3-chloro-propyl)-piperidin-4-ol), CN(C)C=O (DMF), C(=O)([O-])[O-].[K+].[K+] (K2CO3). Run in CCOC(=O)C (EtOAc). Yields the product CN(C)CC1(CCOCC1)C1=CC=C(OCCCN2CCC(CC2)O)C=C1 (1-{3-[4-(4-Dimethylaminomethyl-tetrahydro-pyran-4-yl)-phenoxy]-propyl}-piperidin-4-ol). Isolated yield 51.2%. RXN SMILES: [CH3:1][N:2]([CH2:4][C:5]1([C:11]2[CH:16]=[CH:15][C:14]([OH:17])=[CH:13][CH:12]=2)[CH2:10][CH2:9][O:8][CH2:7][CH2:6]1)[CH3:3].Cl[CH2:19][CH2:20][CH2:21][N:22]1[CH2:27][CH2:26][CH:25]([OH:28])[CH2:24][CH2:23]1.CN(C=O)C.C([O-])([O-])=O.[K+].[K+]>CCOC(C)=O>[CH3:3][N:2]([CH2:4][C:5]1([C:11]2[CH:16]=[CH:15][C:14]([O:17][CH2:19][CH2:20][CH2:21][N:22]3[CH2:27][CH2:26][CH:25]([OH:28])[CH2:24][CH2:23]3)=[CH:13][CH:12]=2)[CH2:6][CH2:7][O:8][CH2:9][CH2:10]1)[CH3:1] |f:3.4.5|. Procedure details: 4-(4-Dimethylaminomethyl-tetrahydro-pyran-4-yl)-phenol (500 mg, 2.13 mmol), 1-(3-chloro-propyl)-piperidin-4-ol (378 mg, 2,13 mmol), DMF (10 ml) and K2CO3 (1.18 g, 8.52 mmol) were reacted together according to general procedure B. The isolated material was dissolved in EtOAc (30 ml), washed with NaOH (2M, 2×20 ml) and water (25 ml), dried over MgSO4 filtered and concentrated in vacuo at 35° C. to give the title compound (411 mg, 51%). 1H NMR (400 MHz, CDCl3) δ7.20 (d, 2H), 6.86 (d, 2H), 4.00 (t, ... The reactants are COC(=O)C1(CCC(CC1)C(F)(F)F)NC(C1=CC(=C(C=C1)OC)OC(C)=O)=O (1-(3-Acetoxy-4-methoxy-benzoylamino)-4-trifluoromethyl-cyclohexanecarboxylic acid methyl ester), C(=O)([O-])[O-].[K+].[K+] (K2CO3), C(=O)([O-])[O-].[K+].[K+] (K2CO3), CC(OCC)=O (EA), Cl (HCl). The solvent is CO (methanol). Conditions: time 2 hour. The product is COC(=O)C1(CCC(CC1)C(F)(F)F)NC(C1=CC(=C(C=C1)OC)O)=O (1-(3-Hydroxy-4-methoxy-benzoylamino)-4-trifluoromethyl-cyclohexanecarboxylic acid methyl ester). Isolated yield 63.5%. Reaction SMILES: [CH3:1][O:2][C:3]([C:5]1([NH:15][C:16](=[O:29])[C:17]2[CH:22]=[CH:21][C:20]([O:23][CH3:24])=[C:19]([O:25]C(=O)C)[CH:18]=2)[CH2:10][CH2:9][CH:8]([C:11]([F:14])([F:13])[F:12])[CH2:7][CH2:6]1)=[O:4].C([O-])([O-])=O.[K+].[K+].CC(=O)OCC.Cl>CO>[CH3:1][O:2][C:3]([C:5]1([NH:15][C:16](=[O:29])[C:17]2[CH:22]=[CH:21][C:20]([O:23][CH3:24])=[C:19]([OH:25])[CH:18]=2)[CH2:6][CH2:7][CH:8]([C:11]([F:14])([F:13])[F:12])[CH2:9][CH2:10]1)=[O:4] |f:1.2.3|. Reported procedure: 105 mg of 1-(3-Acetoxy-4-methoxy-benzoylamino)-4-trifluoromethyl-cyclohexanecarboxylic acid methyl ester and 7.0 mg of K2CO3 were stirred in 4 ml of anhydrous methanol for 1 h at room temperature. Then, 10.4 mg of K2CO3 were added and stirring was continued for 2 h at room temperature. 10 ml of EA and 10 ml of a 1N aqueous HCl-solution were then added. The layers were separated and the aqueous layer was extracted twice using 10 ml of EA each. The combined organic layers were washed twice using 1... Reactants: CC(C)(C)S(=O)NC(C)C1=CC=C(C=C1)C1=NC=2C=CN3C(C2C=C1C1=CC=CC=C1)=NN=C3 (2-Methyl-N-{1-[4-(9-phenyl[1,2,4]triazolo[3,4-f]-1,6-naphthyridin-8-yl)phenyl]ethyl}propane-2-sulfinamide), Cl (HCl), O (water). Solvent: CO (methanol). Conditions: time 1 hour. The product is C1(=CC=CC=C1)C=1C(=NC=2C=CN3C(C2C1)=NN=C3)C3=CC=C(C=C3)C(C)N (1-[4-(9-Phenyl[1,2,4]triazolo[3,4-f]-1,6-naphthyridin-8-yl)phenyl]ethanamine). As a reaction SMILES: CC(S([NH:7][CH:8]([C:10]1[CH:15]=[CH:14][C:13]([C:16]2[C:25]([C:26]3[CH:31]=[CH:30][CH:29]=[CH:28][CH:27]=3)=[CH:24][C:23]3[C:22]4=[N:32][N:33]=[CH:34][N:21]4[CH:20]=[CH:19][C:18]=3[N:17]=2)=[CH:12][CH:11]=1)[CH3:9])=O)(C)C.Cl.O>CO>[C:26]1([C:25]2[C:16]([C:13]3[CH:12]=[CH:11][C:10]([CH:8]([NH2:7])[CH3:9])=[CH:15][CH:14]=3)=[N:17][C:18]3[CH:19]=[CH:20][N:21]4[CH:34]=[N:33][N:32]=[C:22]4[C:23]=3[CH:24]=2)[CH:31]=[CH:30][CH:29]=[CH:28][CH:27]=1. Reported procedure: To a stirred solution of 2-methyl-N-{1-[4-(9-phenyl[1,2,4]triazolo[3,4-f]-1,6-naphthyridin-8-yl)phenyl]ethyl}propane-2-sulfinamide (7-3, 180 mg, 0.38 mmol) in methanol (6 mL) was added conc. HCl (1.5 mL). After 1 h, water was added and the mixture was washed with methylene chloride. The aqueous portion was basified with saturated sodium carbonate solution and extracted with methylene chloride. 2N HCl (5 mL) was added to the organic layer and the mixture was concentrated to a minimum volume. The ... Starting materials: BrCC(=O)C1=CC=CC=C1 (2-bromo-acetophenone), ClCC(=O)C1=CC=CC=C1 (2-chloro-acetophenone). Yields the product BrC[C@@H](O)C1=CC=CC=C1 ((S)-2-bromo-1-phenyl ethanol). The yield is 55.4%. As a reaction SMILES: [Br:1][CH2:2][C:3]([C:5]1[CH:10]=[CH:9][CH:8]=[CH:7][CH:6]=1)=[O:4].ClCC(C1C=CC=CC=1)=O>>[Br:1][CH2:2][C@H:3]([C:5]1[CH:10]=[CH:9][CH:8]=[CH:7][CH:6]=1)[OH:4]. Procedure details: The procedure as in Example 3 was repeated except that 7.5 g of 2-bromo-acetophenone was employed as a substrate in place of 7.5 g of 2-chloro-acetophenone to give 4.2 g of (S)-2-bromo-1-phenyl ethanol (b.p. 85° C./0.5 mmHg). The product had a specific rotatory power [α]D25 +48.7° (C=1, chloroform) and an optical purity of 97% enantiomer excess by an HPLC analysis. The reactants are O1CCCC1 (tetrahydrofuran), Cl.NC1=NC(=NC2=CC(=C(C=C12)OC)OC)N1CCNCC1 (4-amino-6,7-dimethoxy-2-(1-piperazinyl)quinazoline hydrochloride), CC(C(=O)Cl)=C (2-methylacryloyl chloride). Run in C(C)N(CC)CC (triethylamine). Conditions: time 30 minute. The product is NC1=NC(=NC2=CC(=C(C=C12)OC)OC)N1CCN(CC1)C(C(=C)C)=O (4-Amino-6,7-dimethoxy-2-[4-(2-methylacryloyl)-1-piperazinyl]quinazoline). Yield: 39.0%. As a reaction SMILES: O1CCCC1.Cl.[NH2:7][C:8]1[C:17]2[C:12](=[CH:13][C:14]([O:20][CH3:21])=[C:15]([O:18][CH3:19])[CH:16]=2)[N:11]=[C:10]([N:22]2[CH2:27][CH2:26][NH:25][CH2:24][CH2:23]2)[N:9]=1.[CH3:28][C:29](=[CH2:33])[C:30](Cl)=[O:31]>C(N(CC)CC)C>[NH2:7][C:8]1[C:17]2[C:12](=[CH:13][C:14]([O:20][CH3:21])=[C:15]([O:18][CH3:19])[CH:16]=2)[N:11]=[C:10]([N:22]2[CH2:27][CH2:26][N:25]([C:30](=[O:31])[C:29]([CH3:33])=[CH2:28])[CH2:24][CH2:23]2)[N:9]=1 |f:1.2|. Procedure details: To 20 ml of tetrahydrofuran were added 2.4 g of 4-amino-6,7-dimethoxy-2-(1-piperazinyl)quinazoline hydrochloride and 2.6 g of triethylamine, after which the mixture was stirred for 30 minutes. There was then added 0.6 g of 2-methylacryloyl chloride, after which the mixture was stirred at room temperature for 8 hours. The crystals which were produced were collected by filtration, washed with water and recrystallized from ethanol to give 0.8 g of the desired Compound No. 2 in the form of colourles... The reactants are FC(C(=O)N)(CC=CCCC)C(F)(F)F (2-fluoro-2-trifluoromethyl-4-octenamide), [H][H] (hydrogen). Reagents/catalysts: [C].[Pd] (palladium-carbon). The solvent is CO (methanol). Conditions: time 24 hour. Product: FC(C(=O)N)(CCCCCC)C(F)(F)F (2-fluoro-2-trifluoromethyloctanamide). Isolated yield 76.2%. As a reaction SMILES: [F:1][C:2]([C:12]([F:15])([F:14])[F:13])([CH2:6][CH:7]=[CH:8][CH2:9][CH2:10][CH3:11])[C:3]([NH2:5])=[O:4].[H][H]>CO.[C].[Pd]>[F:1][C:2]([C:12]([F:13])([F:15])[F:14])([CH2:6][CH2:7][CH2:8][CH2:9][CH2:10][CH3:11])[C:3]([NH2:5])=[O:4] |f:3.4|. Reported procedure: Into a solution of 1.30 g of 2-fluoro-2-trifluoromethyl-4-octenamide in 13 ml of methanol, palladium-carbon (13 mg) was added under nitrogen. After the atmosphere was replaced with hydrogen, the mixture was stirred for 24 hours. To remove the catalyst, the resulting mixture was filtered with celite and the filtrate was concentrated. The raw product was purified by silica gel column chromatography to obtain 1.0 g of the desired compound.